From a dataset of the Open Reaction Database (ORD), a public repository of structured organic reaction records. describe an organic reaction: reactants, conditions, products, and yield As a reaction SMILES: [CH3:18][CH2:19][CH2:20][CH2:21][N+:22]([CH2:23][CH2:24][CH2:25][CH3:26])([CH2:27][CH2:28][CH2:29][CH3:30])[CH2:31][CH2:32][CH2:33][CH3:34].[CH3:1][c:2]1[c:3]([O:4][Si:5]([CH3:6])([CH3:7])[CH3:8])[cH:9][c:10]([Si:13]([CH3:14])([CH3:15])[CH3:16])[cH:11][cH:12]1.[CH3:36][CH2:37][O:38][CH2:39][CH3:40].[F-:17].[OH2:35]>>[CH3:1][c:2]1[c:3]([OH:4])[cH:9][c:10]([Si:13]([CH3:14])([CH3:15])[CH3:16])[cH:11][cH:12]1. Starting materials: CCCC[N+](CCCC)(CCCC)CCCC, Cc1ccc([Si](C)(C)C)cc1O[Si](C)(C)C, CCOCC, [F-], O. Yields the product Cc1ccc([Si](C)(C)C)cc1O. Product: CC(C)(C)NCCCOc1ccccc1Cc1cccc2[nH]ccc12, O=C(O)c1ccccc1. Reactants: CC(C)(C)NCCCOc1ccccc1Cc1cccc2[nH]ccc12, O=C(O)c1ccccc1. RXN SMILES: [CH3:1][C:2]([CH3:3])([CH3:4])[NH:5][CH2:6][CH2:7][CH2:8][O:9][c:10]1[c:11]([CH2:16][c:17]2[c:18]3[cH:19][cH:20][nH:21][c:22]3[cH:23][cH:24][cH:25]2)[cH:12][cH:13][cH:14][cH:15]1.[OH:26][C:27](=[O:28])[c:29]1[cH:30][cH:31][cH:32][cH:33][cH:34]1>>[CH3:1][C:2]([CH3:3])([CH3:4])[NH:5][CH2:6][CH2:7][CH2:8][O:9][c:10]1[c:11]([CH2:16][c:17]2[c:18]3[cH:19][cH:20][nH:21][c:22]3[cH:23][cH:24][cH:25]2)[cH:12][cH:13][cH:14][cH:15]1.[O:26]=[C:27]([OH:28])[c:29]1[cH:30][cH:31][cH:32][cH:33][cH:34]1. Starting materials: COC(C(CC1=CC=C(C=C1)I)NC(=O)OC(C)(C)C)=O (2-tert-Butoxycarbonylamino-3-(4-iodophenyl)-propanoic acid methyl ester), C1=CC=C(C=2OC3=C(C21)C=CC=C3)C3=CC=C(C=C3)B(O)O (4-(4-dibenzofuranyl)benzeneboronic acid), C(=O)([O-])[O-].[K+].[K+] (K2CO3). The reagents and catalysts are C=1C=CC(=CC1)[P](C=2C=CC=CC2)(C=3C=CC=CC3)[Pd]([P](C=4C=CC=CC4)(C=5C=CC=CC5)C=6C=CC=CC6)([P](C=7C=CC=CC7)(C=8C=CC=CC8)C=9C=CC=CC9)[P](C=1C=CC=CC1)(C=1C=CC=CC1)C=1C=CC=CC1 (Pd(PPh3)4). Run in C1(=CC=CC=C1)C (toluene), C(C)O (ethanol), C(C)(=O)OCC (ethyl acetate). Product: COC(C(CC1=CC=C(C=C1)C1=CC=C(C=C1)C1=CC=CC2=C1OC1=C2C=CC=C1)NC(=O)OC(C)(C)C)=O (2-tert-Butoxycarbonylamino-3-(4′-dibenzofuran-4-yl-biphen-4-yl)-propanoic acid methyl ester). Yield: 70.3%. Reaction SMILES: [CH3:1][O:2][C:3](=[O:21])[CH:4]([NH:13][C:14]([O:16][C:17]([CH3:20])([CH3:19])[CH3:18])=[O:15])[CH2:5][C:6]1[CH:11]=[CH:10][C:9](I)=[CH:8][CH:7]=1.[CH:22]1[C:30]2[C:29]3[CH:31]=[CH:32][CH:33]=[CH:34][C:28]=3[O:27][C:26]=2[C:25]([C:35]2[CH:40]=[CH:39][C:38](B(O)O)=[CH:37][CH:36]=2)=[CH:24][CH:23]=1.C([O-])([O-])=O.[K+].[K+]>C1(C)C=CC=CC=1.C(O)C.C(OCC)(=O)C.C1C=CC([P]([Pd]([P](C2C=CC=CC=2)(C2C=CC=CC=2)C2C=CC=CC=2)([P](C2C=CC=CC=2)(C2C=CC=CC=2)C2C=CC=CC=2)[P](C2C=CC=CC=2)(C2C=CC=CC=2)C2C=CC=CC=2)(C2C=CC=CC=2)C2C=CC=CC=2)=CC=1>[CH3:1][O:2][C:3](=[O:21])[CH:4]([NH:13][C:14]([O:16][C:17]([CH3:20])([CH3:19])[CH3:18])=[O:15])[CH2:5][C:6]1[CH:11]=[CH:10][C:9]([C:38]2[CH:39]=[CH:40][C:35]([C:25]3[C:26]4[O:27][C:28]5[CH:34]=[CH:33][CH:32]=[CH:31][C:29]=5[C:30]=4[CH:22]=[CH:23][CH:24]=3)=[CH:36][CH:37]=2)=[CH:8][CH:7]=1 |f:2.3.4,^1:69,71,90,109|. Procedure details: A solution of 2-tert-Butoxycarbonylamino-3-(4-iodophenyl)-propanoic acid methyl ester (1.22 g, 3 mmol), 4-(4-dibenzofuranyl)benzeneboronic acid (0.906 g, 3.15 mmol) and Pd(PPh3)4 (160 mg, 5 mol %) in toluene (25 mL) and ethanol (6.0 mL) was treated with 2 M K2CO3 (4.5 mL). The reaction mixture was heated to reflux for 2 h, cooled to room temperature, diluted with ethyl acetate (100 mL). The organic layer was washed successively with 2% aq HCl and sat. aq NaCl, dried over MgSO4 and concentrated. ...